Dataset: the Open Reaction Database (ORD), a public repository of structured organic reaction records. Task: describe an organic reaction: reactants, conditions, products, and yield Starting materials: [H-].[Na+] (sodium hydride), ClCC#N (2-chloroacetonitrile), C1CCC2NC=3C=CC=CC3C21 (1,2,3,3a,4,8b-hexahydrocyclopenta[b]indole), [H-].[Na+] (sodium hydride), ClCC#N (2-chloroacetonitrile). Solvent: CS(=O)C (DMSO). Run at time 18 hour. Product: C1CCC2N(C=3C=CC=CC3C21)CC#N (2-(2,3,3a,8b-Tetrahydrocyclopenta[b]Indol-4(1H)-yl)Acetonitrile). As a reaction SMILES: [CH2:1]1[CH:12]2[CH:4]([NH:5][C:6]3[CH:7]=[CH:8][CH:9]=[CH:10][C:11]=32)[CH2:3][CH2:2]1.[H-].[Na+].Cl[CH2:16][C:17]#[N:18]>CS(C)=O>[CH2:1]1[CH:12]2[CH:4]([N:5]([CH2:16][C:17]#[N:18])[C:6]3[CH:7]=[CH:8][CH:9]=[CH:10][C:11]=32)[CH2:3][CH2:2]1 |f:1.2|. Procedure details: To a stirred solution of 1,2,3,3a,4,8b-hexahydrocyclopenta[b]indole (22 mmol, 3.5 g) in DMSO (44 mL) was added 60% sodium hydride (24 mmol, 0.97 g) portionwise, followed by 2-chloroacetonitrile (33 mmol, 2.1 mL). The reaction mixture stirred at ambient temperature for 18 h and then additional 60% sodium hydride (22 mmol, 0.88 g) and 2-chloroacetonitrile (24 mmol, 1.5 mL) was added. The reaction was heated to 60° C. for 18 h. The reaction was concentrated and the diluted with ethyl acetate and wa... Reactants: N[C@@H]1CN(CC1)C(=O)OC(C)(C)C ((S)-tert-butyl 3-aminopyrrolidine-1-carboxylate), BrC1=C2C=CN=CC2=CC=C1 (5-bromoisoquinoline). Yields the product N1C[C@H](CC1)NC=1C=2C=CN=CC2C=CC1 ((S)—N-(Pyrrolidin-3-yl)isoquinolin-5-amine). Reaction SMILES: [NH2:1][C@H:2]1[CH2:6][CH2:5][N:4](C(OC(C)(C)C)=O)[CH2:3]1.Br[C:15]1[CH:24]=[CH:23][CH:22]=[C:21]2[C:16]=1[CH:17]=[CH:18][N:19]=[CH:20]2>>[NH:4]1[CH2:5][CH2:6][C@H:2]([NH:1][C:15]2[C:16]3[CH:17]=[CH:18][N:19]=[CH:20][C:21]=3[CH:22]=[CH:23][CH:24]=2)[CH2:3]1. Procedure: Reaction of (S)-tert-butyl 3-aminopyrrolidine-1-carboxylate and 5-bromoisoquinoline using the method of Example 16 followed by deprotection using the method of Example 4 afforded the title compound. The reactants are C=CCc1cc([N+](=O)[O-])ccc1OC, CCO, [Cl-], [Fe], [NH4+], O. Yields the product C=CCc1cc(N)ccc1OC. Reaction SMILES: [CH2:1]([CH:2]=[CH2:3])[c:4]1[c:5]([O:13][CH3:14])[cH:6][cH:7][c:8]([N+:10]([O-:11])=[O:12])[cH:9]1.[CH3:17][CH2:18][OH:19].[Cl-:15].[Fe:21].[NH4+:16].[OH2:20]>>[CH2:1]([CH:2]=[CH2:3])[c:4]1[c:5]([O:13][CH3:14])[cH:6][cH:7][c:8]([NH2:10])[cH:9]1.